Dataset: the Open Reaction Database (ORD), a public repository of structured organic reaction records. Task: describe an organic reaction: reactants, conditions, products, and yield The reactants are CSC, C=C(C)C(C(=O)OCC(Cl)(Cl)Cl)N1C(=O)C(NC(=O)COc2ccccc2)C1SSc1nc2ccccc2s1, O=[O+][O-], OO[O-]. Yields the product CC(O)=C(C(=O)OCC(Cl)(Cl)Cl)N1C(=O)C(NC(=O)COc2ccccc2)C1SSc1nc2ccccc2s1. RXN SMILES: [CH3:46][S:47][CH3:48].[Cl:1][C:2]([CH2:3][O:4][C:5]([CH:6]([C:7]([CH3:8])=[CH2:9])[N:10]1[C:11](=[O:36])[CH:12]([NH:25][C:26]([CH2:27][O:28][c:29]2[cH:30][cH:31][cH:32][cH:33][cH:34]2)=[O:35])[CH:13]1[S:14][S:15][c:16]1[s:17][c:18]2[c:19]([n:20]1)[cH:21][cH:22][cH:23][cH:24]2)=[O:37])([Cl:38])[Cl:39].[O-:40][O+:41]=[O:42].[O:43][O:44][O-:45]>>[Cl:1][C:2]([CH2:3][O:4][C:5]([C:6](=[C:7]([CH3:8])[OH:40])[N:10]1[C:11](=[O:36])[CH:12]([NH:25][C:26]([CH2:27][O:28][c:29]2[cH:30][cH:31][cH:32][cH:33][cH:34]2)=[O:35])[CH:13]1[S:14][S:15][c:16]1[s:17][c:18]2[c:19]([n:20]1)[cH:21][cH:22][cH:23][cH:24]2)=[O:37])([Cl:38])[Cl:39]. The reactants are CN(C)C=O (DMF), BrC=1C=C(C=CC1)NC(C)=O (N-(3-Bromo-phenyl)-acetamide), [H-].[Na+] (sodium hydride), CI (methyl iodide). The solvent is O (water). Run at time 10 minute. The product is BrC=1C=C(C=CC1)N(C(C)=O)C (N-(3-Bromo-phenyl)-N-methyl-acetamide). The yield is 94.0%. Reaction SMILES: [CH3:1]N(C=O)C.[Br:6][C:7]1[CH:8]=[C:9]([NH:13][C:14](=[O:16])[CH3:15])[CH:10]=[CH:11][CH:12]=1.[H-].[Na+].CI>O>[Br:6][C:7]1[CH:8]=[C:9]([N:13]([CH3:1])[C:14](=[O:16])[CH3:15])[CH:10]=[CH:11][CH:12]=1 |f:2.3|. Procedure: To a DMF solution (15 ml) of N-(3-bromo-phenyl)-acetamide (1.19 g) obtained in Step A, 60% oily sodium hydride (279 mg) was added, followed by stirring at room temperature for 10 minutes. To this, methyl iodide (434 μl) was added, followed by stirring at room temperature for 21 hours. To this, water (30 ml) was added, followed by extraction with ethyl acetate (30 ml×2), and the organic layer was dried over sodium sulfate. The sodium sulfate was filtered off, followed by purification by silica ge... Reactants: C(=O)(O)[O-].[Na+] (NaHCO3), C(=O)C12CCCC(CC1)(C2)NC(OC(C)(C)C)=O (tert-butyl 5-formylbicyclo[3.2.1]octan-1-ylcarbamate), C(=O)([O-])[O-].[K+].[K+] (K2CO3), [N+](=[N-])=C(C(C)=O)P(OC)(OC)=O (dimethyl 1-diazo-2-oxopropylphosphonate). The solvent is C(C)(=O)OCC (Ethyl acetate), CO (methanol). Reaction conditions: time 3 hour. Yields the product C(#C)C12CCCC(CC1)(C2)NC(OC(C)(C)C)=O (tert-Butyl 5-ethynylbicyclo[3.2.1]octan-1-ylcarbamate). Isolated yield 91.9%. As a reaction SMILES: [CH:1]([C:3]12[CH2:10][C:7]([NH:11][C:12](=[O:18])[O:13][C:14]([CH3:17])([CH3:16])[CH3:15])([CH2:8][CH2:9]1)[CH2:6][CH2:5][CH2:4]2)=O.[C:19]([O-])([O-])=O.[K+].[K+].[N+](=C(P(=O)(OC)OC)C(=O)C)=[N-].C([O-])(O)=O.[Na+]>CO.C(OCC)(=O)C>[C:1]([C:3]12[CH2:10][C:7]([NH:11][C:12](=[O:18])[O:13][C:14]([CH3:17])([CH3:16])[CH3:15])([CH2:8][CH2:9]1)[CH2:6][CH2:5][CH2:4]2)#[CH:19] |f:1.2.3,5.6|. Procedure details: To a solution of tert-butyl 5-formylbicyclo[3.2.1]octan-1-ylcarbamate (6.4 g, 25.3 mmol) and K2CO3 (7.1 g, 50.6 mmol) in methanol (200 mL) under N2 was added dimethyl 1-diazo-2-oxopropylphosphonate (6.0 g, 30.3 mmol). After stirring at room temperature for three hours, the reaction mixture became a clear solution. Ethyl acetate (300 mL) and 5% NaHCO3 (300 mL) were added. Aqueous layer was extracted with ethyl acetate (2×200 mL). The organic layers were combined, washed with brine, dried over Na2...